This data is from the Open Reaction Database (ORD), a public repository of structured organic reaction records. The task is: describe an organic reaction: reactants, conditions, products, and yield Starting materials: C1CCOC1, CCOC(=O)Cn1c2c(c3c(Cl)c(Cl)ccc31)CCN(C(=O)OC(C)(C)C)CC2, Cl, [K+], [OH-], O. The product is CC(C)(C)OC(=O)N1CCc2c(n(CC(=O)O)c3ccc(Cl)c(Cl)c23)CC1. As a reaction SMILES: [CH2:33]1[O:34][CH2:35][CH2:36][CH2:37]1.[Cl:1][c:2]1[c:3]([Cl:29])[c:4]2[c:5]3[c:6]([n:7]([CH2:11][C:12](=[O:13])[O:14][CH2:15][CH3:16])[c:8]2[cH:9][cH:10]1)[CH2:17][CH2:18][N:19]([C:22](=[O:23])[O:24][C:25]([CH3:26])([CH3:27])[CH3:28])[CH2:20][CH2:21]3.[ClH:32].[K+:31].[OH-:30].[OH2:38]>>[Cl:1][c:2]1[c:3]([Cl:29])[c:4]2[c:5]3[c:6]([n:7]([CH2:11][C:12](=[O:13])[OH:14])[c:8]2[cH:9][cH:10]1)[CH2:17][CH2:18][N:19]([C:22](=[O:23])[O:24][C:25]([CH3:26])([CH3:27])[CH3:28])[CH2:20][CH2:21]3. The reactants are [K+], [K+], O=C([O-])[O-], Cc1ccc(S(=O)(=O)OCCC(F)(F)F)cc1, CN(C)C=O, O, O=Cc1cccc(O)c1. Yields the product O=Cc1cccc(OCCC(F)(F)F)c1. Reaction SMILES: [K+:27].[K+:28].[O-:29][C:30]([O-:31])=[O:32].[O:1]([S:2]([c:3]1[cH:4][cH:5][c:6]([CH3:7])[cH:8][cH:9]1)(=[O:10])=[O:11])[CH2:12][CH2:13][C:14]([F:15])([F:16])[F:17].[O:33]=[CH:34][N:35]([CH3:36])[CH3:37].[OH2:38].[OH:18][c:19]1[cH:20][c:21]([CH:22]=[O:23])[cH:24][cH:25][cH:26]1>>[CH2:12]([CH2:13][C:14]([F:15])([F:16])[F:17])[O:18][c:19]1[cH:20][c:21]([CH:22]=[O:23])[cH:24][cH:25][cH:26]1. Reactants: [OH-].[Na+] (NaOH), N1=CC=CC=C1 (pyridine), C(C(C)C)OCC(=O)Cl (isobutoxyacetyl chloride), NC1=C(C=CC(=N1)C1=NC=CC=C1C(F)(F)F)C(=O)N (6-amino-3′-trifluoromethyl-[2,2′]bipyridinyl-5-carboxylic acid amide). The solvent is C1CCOC1 (THF). Conditions: time 8 hour. The product is C(C(C)C)OCC=1NC(C2=C(N1)N=C(C=C2)C2=NC=CC=C2C(F)(F)F)=O (2-isobutoxymethyl-7-(3-trifluoromethyl-pyridin-2-yl)-3H-pyrido[2,3-d]pyrimidin-4-one). Reaction SMILES: [NH2:1][C:2]1[N:7]=[C:6]([C:8]2[C:13]([C:14]([F:17])([F:16])[F:15])=[CH:12][CH:11]=[CH:10][N:9]=2)[CH:5]=[CH:4][C:3]=1[C:18]([NH2:20])=[O:19].N1C=CC=CC=1.[CH2:27]([O:31][CH2:32][C:33](Cl)=O)[CH:28]([CH3:30])[CH3:29].[OH-].[Na+]>C1COCC1>[CH2:27]([O:31][CH2:32][C:33]1[NH:20][C:18](=[O:19])[C:3]2[CH:4]=[CH:5][C:6]([C:8]3[C:13]([C:14]([F:17])([F:16])[F:15])=[CH:12][CH:11]=[CH:10][N:9]=3)=[N:7][C:2]=2[N:1]=1)[CH:28]([CH3:30])[CH3:29] |f:3.4|. Reported procedure: Dissolve 6-amino-3′-trifluoromethyl-[2,2′]bipyridinyl-5-carboxylic acid amide (0.5 g, 1.75 mmol) in anhydrous THF (25 mL) under N2 atmosphere. Add dropwise pyridine (0.325 mL, 4.0 mmol) and isobutoxyacetyl chloride (0.2 mL, 4.04 mmol) to the reaction mixture and stir at room temperature overnight. Add 10% aq. NaOH (10 mL) and stir at 50° C. for 4 hours. Concentrate in vacuum, adjust the pH to 6.0 using AcOH, collect the solid by filtration and purify by column chromatography to give 2-isobutoxym... Starting materials: CN1CCNCC1 (N-methylpiperazine), ClC1=CC(=C(NC)C=C1Cl)[N+](=O)[O-] (4,5-dichloro-N-methyl-2-nitroaniline), C([O-])([O-])=O.[K+].[K+] (potassium carbonate). Solvent: CN(C)C=O (DMF). Product: ClC1=CC(=C(NC)C=C1N1CCN(CC1)C)[N+](=O)[O-] (4-Chloro-5-(4-methyl-piperazin-1-yl)-2-nitro-N-methyl-aniline). RXN SMILES: [CH3:1][N:2]1[CH2:7][CH2:6][NH:5][CH2:4][CH2:3]1.[Cl:8][C:9]1[C:16](Cl)=[CH:15][C:12]([NH:13][CH3:14])=[C:11]([N+:18]([O-:20])=[O:19])[CH:10]=1.C(=O)([O-])[O-].[K+].[K+]>CN(C=O)C>[Cl:8][C:9]1[C:16]([N:5]2[CH2:6][CH2:7][N:2]([CH3:1])[CH2:3][CH2:4]2)=[CH:15][C:12]([NH:13][CH3:14])=[C:11]([N+:18]([O-:20])=[O:19])[CH:10]=1 |f:2.3.4|. Procedure details: The sub-title compound was prepared from N-methylpiperazine (200 mg, 2.0 mmol), 4,5-dichloro-N-methyl-2-nitroaniline (442 mg, 2.0 mmol) and potassium carbonate (304 mg, 2.2 mmol) in DMF (10 mL) in accordance to example 9 step (d). Reactants: C1(=CC(=CC=C1)CN1C(=CC2=C(C=CC=C12)OC)C)C1=CC=CC=C1 (1-([1,1'-biphenyl]-3-ylmethyl)-4-methoxy-2-methyl-1H-indole), B(Br)(Br)Br (BBr3), ClCl (Cl2). Product: C1(=CC(=CC=C1)CN1C(=CC2=C(C=CC=C12)O)C)C1=CC=CC=C1 (1-([1,1'-biphenyl]-3-ylmethyl)-4-hydroxy-2-methyl-1H-indole). The yield is 86.5%. As a reaction SMILES: [C:1]1([C:20]2[CH:25]=[CH:24][CH:23]=[CH:22][CH:21]=2)[CH:6]=[CH:5][CH:4]=[C:3]([CH2:7][N:8]2[C:16]3[C:11](=[C:12]([O:17]C)[CH:13]=[CH:14][CH:15]=3)[CH:10]=[C:9]2[CH3:19])[CH:2]=1.B(Br)(Br)Br.ClCl>>[C:1]1([C:20]2[CH:25]=[CH:24][CH:23]=[CH:22][CH:21]=2)[CH:6]=[CH:5][CH:4]=[C:3]([CH2:7][N:8]2[C:16]3[C:11](=[C:12]([OH:17])[CH:13]=[CH:14][CH:15]=3)[CH:10]=[C:9]2[CH3:19])[CH:2]=1. Procedure details: By the method used in Example 1, Part D, 1.25 g (3.8 mmol) of 1-([1,1'-biphenyl]-3-ylmethyl)-4-methoxy-2-methyl-1H-indole was O-demethylated by treating it with 15.2 mL of 1M BBr3 /CH2 Cl2 to give 1.03 g (87% yield) of crude 1-([1,1'-biphenyl]-3-ylmethyl)-4-hydroxy-2-methyl-1H-indole.